This data is from the Open Reaction Database (ORD), a public repository of structured organic reaction records. The task is: describe an organic reaction: reactants, conditions, products, and yield Starting materials: Cc1cc(C2CC2)cnc1N1CCN(C(=O)c2ccc(Br)cc2C#N)CC1, O=C1N=CCO1. Product: Cc1cc(C2CC2)cnc1N1CCN(C(=O)c2ccc(N3CCOC3=O)cc2C#N)CC1. Reaction SMILES: [Br:1][c:2]1[cH:3][cH:4][c:5]([C:10](=[O:11])[N:12]2[CH2:13][CH2:14][N:15]([c:18]3[n:19][cH:20][c:21]([CH:25]4[CH2:26][CH2:27]4)[cH:22][c:23]3[CH3:24])[CH2:16][CH2:17]2)[c:6]([C:7]#[N:8])[cH:9]1.[O:28]1[C:29](=[O:33])[N:30]=[CH:31][CH2:32]1>>[c:2]1([N:30]2[C:29](=[O:33])[O:28][CH2:32][CH2:31]2)[cH:3][cH:4][c:5]([C:10](=[O:11])[N:12]2[CH2:13][CH2:14][N:15]([c:18]3[n:19][cH:20][c:21]([CH:25]4[CH2:26][CH2:27]4)[cH:22][c:23]3[CH3:24])[CH2:16][CH2:17]2)[c:6]([C:7]#[N:8])[cH:9]1. Reactants: CO (methanol), ClC1=CC=C(C=C1)C(C(=O)CNC(C(C)C)C=1C(=NC=NC1)C(=O)O)C (5-(1-{[2-(4-chlorophenyl)-propionyl]methylamino}-2-methylpropyl)-pyrimidine-4-carboxylic acid). Reagents/catalysts: S(O)(O)(=O)=O (sulfuric acid). The solvent is O (water). The product is COC(=O)C1=NC=NC=C1C(C(C)C)NCC(C(C)C1=CC=C(C=C1)Cl)=O (5-(1-{[2-(4-chlorophenyl)-propionyl]methylamino}-2-methylpropyl)-pyrimidine-4-carboxylic acid methyl ester). Yield: 28.0%. As a reaction SMILES: [CH3:1]O.[Cl:3][C:4]1[CH:9]=[CH:8][C:7]([CH:10]([CH3:28])[C:11]([CH2:13][NH:14][CH:15]([C:19]2[C:20]([C:25]([OH:27])=[O:26])=[N:21][CH:22]=[N:23][CH:24]=2)[CH:16]([CH3:18])[CH3:17])=[O:12])=[CH:6][CH:5]=1>S(=O)(=O)(O)O.O>[CH3:1][O:26][C:25]([C:20]1[C:19]([CH:15]([NH:14][CH2:13][C:11](=[O:12])[CH:10]([C:7]2[CH:8]=[CH:9][C:4]([Cl:3])=[CH:5][CH:6]=2)[CH3:28])[CH:16]([CH3:18])[CH3:17])=[CH:24][N:23]=[CH:22][N:21]=1)=[O:27]. Procedure: A few drops of concentrated sulfuric acid were added to a methanol solution of 2.00 g (5.32 mmol) of 5-(1-{[2-(4-chlorophenyl)-propionyl]methylamino}-2-methylpropyl)-pyrimidine-4-carboxylic acid, followed by heating and refluxing for 5 hours. After completion of the reaction, water was added, followed by extraction with ethyl acetate, and the extract was washed with an aqueous sodium chloride solution, dried over magnesium sulfate and concentrated, and the obtained oily product was purified by s... Starting materials: O=[Ag], CC(C)=O, CC(C)I, FC(F)(F)c1cccc(C2CCCNC2)c1. Product: CC(C)N1CCCC(c2cccc(C(F)(F)F)c2)C1. RXN SMILES: [Ag:25]=[O:26].[CH3:21][C:22](=[O:23])[CH3:24].[CH:17]([CH3:18])([CH3:19])[I:20].[F:1][C:2]([c:3]1[cH:4][c:5]([CH:9]2[CH2:10][NH:11][CH2:12][CH2:13][CH2:14]2)[cH:6][cH:7][cH:8]1)([F:15])[F:16]>>[F:1][C:2]([c:3]1[cH:4][c:5]([CH:9]2[CH2:10][N:11]([CH:17]([CH3:18])[CH3:19])[CH2:12][CH2:13][CH2:14]2)[cH:6][cH:7][cH:8]1)([F:15])[F:16].